From a dataset of the Open Reaction Database (ORD), a public repository of structured organic reaction records. describe an organic reaction: reactants, conditions, products, and yield Reactants: OC1=CC=CC=2NN=NC21 (hydroxybenzotriazole), C(C)N1CCOCC1 (N-ethylmorpholine), C1(CCCCC1)N=C=NC1CCCCC1 (dicyclohexylcarbodiimide), C(C)(C)(C)OC([C@H]1N(CCC1)C[C@H]([C@H](CC1=CC=CC=C1)NC([C@@H](N)CC(N)=O)=O)O)=O (N-[3(S)-[[L-asparaginyl]amino]-2(R)-hydroxy-4-phenylbutyl]-L-proline tert.butyl ester), C1(=CC=CC=C1)CCCC(=O)O (4-phenylbutyric acid), ice. The solvent is C(C)(=O)OCC (ethyl acetate), O1CCCC1 (tetrahydrofuran). Conditions: time 64 hour. The product is C(C)(C)(C)OC([C@H]1N(CCC1)C[C@H]([C@H](CC1=CC=CC=C1)NC([C@@H](NC(CCCC1=CC=CC=C1)=O)CC(N)=O)=O)O)=O (N-[2(R)-hydroxy-4-phenyl-3(S)-[[N-(4-phenylbutyryl)-L-asparaginyl]amino]butyl]-L-proline tert.butyl ester). Yield: 22.3%. RXN SMILES: [C:1]([O:5][C:6](=[O:32])[C@@H:7]1[CH2:11][CH2:10][CH2:9][N:8]1[CH2:12][C@@H:13]([OH:31])[C@@H:14]([NH:22][C:23](=[O:30])[C@H:24]([CH2:26][C:27](=[O:29])[NH2:28])[NH2:25])[CH2:15][C:16]1[CH:21]=[CH:20][CH:19]=[CH:18][CH:17]=1)([CH3:4])([CH3:3])[CH3:2].[C:33]1([CH2:39][CH2:40][CH2:41][C:42](O)=[O:43])[CH:38]=[CH:37][CH:36]=[CH:35][CH:34]=1.OC1C2N=NNC=2C=CC=1.C(N1CCOCC1)C.C1(N=C=NC2CCCCC2)CCCCC1>O1CCCC1.C(OCC)(=O)C>[C:1]([O:5][C:6](=[O:32])[C@@H:7]1[CH2:11][CH2:10][CH2:9][N:8]1[CH2:12][C@@H:13]([OH:31])[C@@H:14]([NH:22][C:23](=[O:30])[C@H:24]([CH2:26][C:27](=[O:29])[NH2:28])[NH:25][C:42](=[O:43])[CH2:41][CH2:40][CH2:39][C:33]1[CH:38]=[CH:37][CH:36]=[CH:35][CH:34]=1)[CH2:15][C:16]1[CH:17]=[CH:18][CH:19]=[CH:20][CH:21]=1)([CH3:4])([CH3:2])[CH3:3]. Procedure: A solution of 270 mg of N-[3(S)-[[L-asparaginyl]amino]-2(R)-hydroxy-4-phenylbutyl]-L-proline tert.butyl ester and 98 mg of 4-phenylbutyric acid in 10 ml of dry tetrahydrofuran was cooled in an ice/salt mixture. 81 mg of hydroxybenzotriazole, 69 mg of N-ethylmorpholine and 136 mg of dicyclohexylcarbodiimide were added and the mixture was stirred for 64 hours. The mixture was then diluted with ethyl acetate and filtered. The filtrate was washed with aqueous sodium bicarbonate solution and sodium c... The reactants are FC1=C(C=CC=C1)C1=NC2=NC=CC=C2C(=C1)C1=C2C=CN=CC2=C(C=C1)[N+](=O)[O-] (2-(2-fluoro-phenyl)-4-(8-nitro-isoquinolin-5-yl)-[1,8]naphthyridine), OCCN1CCOCC1 (4-(2-hydroxyethyl)morpholine), C([O-])([O-])=O.[Cs+].[Cs+] (cesium carbonate). The solvent is O1CCOCC1 (dioxane). Run at temperature 80 celsius, time 3 day. Product: FC1=C(C=CC=C1)C1=NC2=NC=CC=C2C(=C1)C1=C2C=CN=CC2=C(C=C1)OCCN1CCOCC1 (2-(2-fluoro-phenyl)-4-[8-(2-morpholin-4-yl-ethoxy)-isoquinolin-5-yl]-[1,8]naphthyridine). Reaction SMILES: [F:1][C:2]1[CH:7]=[CH:6][CH:5]=[CH:4][C:3]=1[C:8]1[CH:17]=[C:16]([C:18]2[CH:27]=[CH:26][C:25]([N+]([O-])=O)=[C:24]3[C:19]=2[CH:20]=[CH:21][N:22]=[CH:23]3)[C:15]2[C:10](=[N:11][CH:12]=[CH:13][CH:14]=2)[N:9]=1.[OH:31][CH2:32][CH2:33][N:34]1[CH2:39][CH2:38][O:37][CH2:36][CH2:35]1.C(=O)([O-])[O-].[Cs+].[Cs+]>O1CCOCC1>[F:1][C:2]1[CH:7]=[CH:6][CH:5]=[CH:4][C:3]=1[C:8]1[CH:17]=[C:16]([C:18]2[CH:27]=[CH:26][C:25]([O:31][CH2:32][CH2:33][N:34]3[CH2:39][CH2:38][O:37][CH2:36][CH2:35]3)=[C:24]3[C:19]=2[CH:20]=[CH:21][N:22]=[CH:23]3)[C:15]2[C:10](=[N:11][CH:12]=[CH:13][CH:14]=2)[N:9]=1 |f:2.3.4|. Procedure: A solution of 198 mg (0.50 mmol) 2-(2-fluoro-phenyl)-4-(8-nitro-isoquinolin-5-yl)-[1,8]naphthyridine (synthesis see example 6) and 131 mg (1.00 mmol) 4-(2-hydroxyethyl)morpholine in 1 ml dioxane was treated with 326 mg (1.00 mmol) cesium carbonate (3.0 mmol). The resulting slurry was stirred at 80° C. for three days. The reaction mixture was cooled to room temperature and partitioned between water and dichloromethane. The organic phase was dried over sodium sulfate and evaporated. The residue wa... Starting materials: BrCC(=O)C1=CC=C(C=C1)C(F)(F)F (2-bromo-1-[4-(trifluoromethyl)phenyl]ethanone), C(CC)NC(=S)N (N-propylthiourea), C(C)O (ethanol). The solvent is C(C)(C)OC(C)C (isopropyl ether). Reaction conditions: time 1 hour. Product: Br.C(CC)NC=1SC=C(N1)C1=CC=C(C=C1)C(F)(F)F (N-propyl-4-[4-(trifluoromethyl)phenyl]-1,3-thiazol-2-amine hydrobromide). Isolated yield 69.6%. Reaction SMILES: [Br:1][CH2:2][C:3]([C:5]1[CH:10]=[CH:9][C:8]([C:11]([F:14])([F:13])[F:12])=[CH:7][CH:6]=1)=O.[CH2:15]([NH:18][C:19]([NH2:21])=[S:20])[CH2:16][CH3:17].C(O)C>C(OC(C)C)(C)C>[BrH:1].[CH2:15]([NH:18][C:19]1[S:20][CH:2]=[C:3]([C:5]2[CH:10]=[CH:9][C:8]([C:11]([F:14])([F:13])[F:12])=[CH:7][CH:6]=2)[N:21]=1)[CH2:16][CH3:17] |f:4.5|. Procedure: A mixture of 2-bromo-1-[4-(trifluoromethyl)phenyl]ethanone (5.34 g), N-propylthiourea (2.60 g) and ethanol (50 mL) was stirred for 1 hr while heating under reflux. The reaction mixture was cooled and diluted with isopropyl ether. The precipitated solid was collected by filtration, washed with isopropyl ether and dried to give the title compound (5.11 g, yield 70%) as colorless crystals. As a reaction SMILES: [CH3:25][C:26]([CH3:27])=[O:28].[NH2:1][CH2:2][CH2:3][OH:4].[NH:5]=[S:6].[c:7]1([NH:13][C:14](=[O:15])[c:16]2[cH:17][cH:18][cH:19][cH:20][c:21]2[C:22]([OH:23])=[O:24])[cH:8][cH:9][cH:10][cH:11][cH:12]1>>[NH:1]([CH2:2][CH2:3][OH:4])[C:14]([NH:13][c:7]1[cH:8][cH:9][cH:10][cH:11][cH:12]1)=[O:15]. Yields the product O=C(NCCO)Nc1ccccc1. Reactants: CC(C)=O, NCCO, N=S, O=C(O)c1ccccc1C(=O)Nc1ccccc1. Starting materials: [Br-], C1CCOC1, CC(C)[Mg+], COc1cc(C=O)c(C(C)C)cc1OC, CSc1ncc(I)c(Cl)n1. Product: COc1cc(C(C)C)c(C(O)c2cnc(SC)nc2Cl)cc1OC. Reaction SMILES: [Br-:11].[CH2:31]1[O:32][CH2:33][CH2:34][CH2:35]1.[CH:12]([Mg+:13])([CH3:14])[CH3:15].[CH:16]([CH3:17])([CH3:18])[c:19]1[c:20]([CH:21]=[O:22])[cH:23][c:24]([O:29][CH3:30])[c:25]([O:27][CH3:28])[cH:26]1.[Cl:1][c:2]1[n:3][c:4]([S:9][CH3:10])[n:5][cH:6][c:7]1[I:8]>>[Cl:1][c:2]1[n:3][c:4]([S:9][CH3:10])[n:5][cH:6][c:7]1[CH:21]([c:20]1[c:19]([CH:16]([CH3:17])[CH3:18])[cH:26][c:25]([O:27][CH3:28])[c:24]([O:29][CH3:30])[cH:23]1)[OH:22]. Reactants: Cc1cnc(Br)cn1, C1CCOC1, CCCCC([Sn])=C(CCCC)CCCC, CN(C)C=O, O, c1ccc(P(c2ccccc2)(c2ccccc2)[Pd](P(c2ccccc2)(c2ccccc2)c2ccccc2)(P(c2ccccc2)(c2ccccc2)c2ccccc2)P(c2ccccc2)(c2ccccc2)c2ccccc2)cc1. Product: C=Cc1cnc(C)cn1. As a reaction SMILES: [Br:1][c:2]1[n:3][cH:4][c:5]([CH3:8])[n:6][cH:7]1.[CH2:29]1[O:30][CH2:31][CH2:32][CH2:33]1.[CH2:9]([CH2:10][CH2:22][CH3:23])[C:11]([Sn:12])=[C:13]([CH2:14][CH2:15][CH2:16][CH3:17])[CH2:18][CH2:19][CH2:20][CH3:21].[O:24]=[CH:25][N:26]([CH3:27])[CH3:28].[OH2:34].[cH:35]1[cH:36][cH:37][c:38]([P:39]([Pd:40]([P:41]([c:42]2[cH:43][cH:44][cH:45][cH:46][cH:47]2)([c:48]2[cH:49][cH:50][cH:51][cH:52][cH:53]2)[c:54]2[cH:55][cH:56][cH:57][cH:58][cH:59]2)([P:60]([c:61]2[cH:62][cH:63][cH:64][cH:65][cH:66]2)([c:67]2[cH:68][cH:69][cH:70][cH:71][cH:72]2)[c:73]2[cH:74][cH:75][cH:76][cH:77][cH:78]2)[P:79]([c:80]2[cH:81][cH:82][cH:83][cH:84][cH:85]2)([c:86]2[cH:87][cH:88][cH:89][cH:90][cH:91]2)[c:92]2[cH:93][cH:94][cH:95][cH:96][cH:97]2)([c:98]2[cH:99][cH:100][cH:101][cH:102][cH:103]2)[c:104]2[cH:105][cH:106][cH:107][cH:108][cH:109]2)[cH:110][cH:111]1>>[c:2]1([CH:9]=[CH2:10])[n:3][cH:4][c:5]([CH3:8])[n:6][cH:7]1.